Dataset: the Open Reaction Database (ORD), a public repository of structured organic reaction records. Task: describe an organic reaction: reactants, conditions, products, and yield Reactants: CO, [Na+], O=C(CCCCCCOC1CCCCO1)c1ccc(C(F)(F)F)cc1, [OH-], O, Cc1ccc(S(=O)(=O)O)cc1. Product: O=C(CCCCCCO)c1ccc(C(F)(F)F)cc1. As a reaction SMILES: [CH3:40][OH:41].[Na+:39].[O:1]1[CH2:2][CH2:3][CH2:4][CH2:5][CH:6]1[O:7][CH2:8][CH2:9][CH2:10][CH2:11][CH2:12][CH2:13][C:14](=[O:15])[c:16]1[cH:17][cH:18][c:19]([C:22]([F:23])([F:24])[F:25])[cH:20][cH:21]1.[OH-:38].[OH2:26].[c:27]1([CH3:28])[cH:29][cH:30][c:31]([S:32]([OH:33])(=[O:34])=[O:35])[cH:36][cH:37]1>>[OH:7][CH2:8][CH2:9][CH2:10][CH2:11][CH2:12][CH2:13][C:14](=[O:15])[c:16]1[cH:17][cH:18][c:19]([C:22]([F:23])([F:24])[F:25])[cH:20][cH:21]1. Starting materials: O=C([O-])O, ClC(Cl)Cl, COc1ccc(-c2nn3c(NC4CCCC4)cc(Cl)cc3c2-c2ccnc(SC)n2)cc1, O=C(OO)c1cccc(Cl)c1, [Na+]. Product: COc1ccc(-c2nn3c(NC4CCCC4)cc(Cl)cc3c2-c2ccnc(S(C)=O)n2)cc1. Reaction SMILES: [C:33]([O-:34])(=[O:35])[OH:36].[CH:49]([Cl:50])([Cl:51])[Cl:52].[Cl:1][c:2]1[cH:3][c:4]2[n:5]([c:6]([NH:8][CH:9]3[CH2:10][CH2:11][CH2:12][CH2:13]3)[cH:7]1)[n:14][c:15](-[c:25]1[cH:26][cH:27][c:28]([O:31][CH3:32])[cH:29][cH:30]1)[c:16]2-[c:17]1[n:18][c:19]([S:23][CH3:24])[n:20][cH:21][cH:22]1.[Cl:38][c:39]1[cH:40][c:41]([C:45]([O:46][OH:47])=[O:48])[cH:42][cH:43][cH:44]1.[Na+:37]>>[Cl:1][c:2]1[cH:3][c:4]2[n:5]([c:6]([NH:8][CH:9]3[CH2:10][CH2:11][CH2:12][CH2:13]3)[cH:7]1)[n:14][c:15](-[c:25]1[cH:26][cH:27][c:28]([O:31][CH3:32])[cH:29][cH:30]1)[c:16]2-[c:17]1[n:18][c:19]([S:23]([CH3:24])=[O:34])[n:20][cH:21][cH:22]1. Product: CN1CCC(N2CCCc3cc(NC(=N)c4cccs4)ccc32)C1. As a reaction SMILES: [CH3:1][N:2]1[CH2:3][CH:4]([N:7]2[CH2:8][CH2:9][CH2:10][c:11]3[cH:12][c:13]([NH2:17])[cH:14][cH:15][c:16]32)[CH2:5][CH2:6]1.[CH3:28][CH2:29][OH:30].[Cl:31][CH2:32][Cl:33].[IH:18].[s:19]1[c:20]([C:24](=[NH:25])[S:26][CH3:27])[cH:21][cH:22][cH:23]1>>[CH3:1][N:2]1[CH2:3][CH:4]([N:7]2[CH2:8][CH2:9][CH2:10][c:11]3[cH:12][c:13]([NH:17][C:24]([c:20]4[s:19][cH:23][cH:22][cH:21]4)=[NH:25])[cH:14][cH:15][c:16]32)[CH2:5][CH2:6]1. The reactants are CN1CCC(N2CCCc3cc(N)ccc32)C1, CCO, ClCCl, I, CSC(=N)c1cccs1. Starting materials: OC1CCC(CC1)NC(OC(C)(C)C)=O (tert-butyl N-(4-hydroxycyclohexyl)carbamate), [H-].[Na+] (sodium hydride), ClC1=NC=NC=2SC=3CCCC3C12 (12-chloro-7-thia-9,11-diazatricyclo[6.4.0.0^[2,6]]dodeca-1(8),2(6),9,11-tetraene). The solvent is O1CCCC1 (tetrahydrofuran). Run at time 1 hour. Yields the product C1=2C=3CCCC3SC2N=CN=C1OC1CCC(CC1)NC(OC(C)(C)C)=O (tert-butyl N-(4-[7-thia-9,11-diazatricyclo[6.4.0.0[2,6]]dodeca-1(8),2(6),9,11-tetraen-12-yloxy]cyclohexyl)carbamate). Yield: 87.9%. As a reaction SMILES: [OH:1][CH:2]1[CH2:7][CH2:6][CH:5]([NH:8][C:9](=[O:15])[O:10][C:11]([CH3:14])([CH3:13])[CH3:12])[CH2:4][CH2:3]1.[H-].[Na+].Cl[C:19]1[C:30]2[C:29]3[CH2:28][CH2:27][CH2:26][C:25]=3[S:24][C:23]=2[N:22]=[CH:21][N:20]=1>O1CCCC1>[C:30]12[C:19]([O:1][CH:2]3[CH2:7][CH2:6][CH:5]([NH:8][C:9](=[O:15])[O:10][C:11]([CH3:12])([CH3:14])[CH3:13])[CH2:4][CH2:3]3)=[N:20][CH:21]=[N:22][C:23]=1[S:24][C:25]1[CH2:26][CH2:27][CH2:28][C:29]2=1 |f:1.2|. Procedure details: A solution of tert-butyl N-(4-hydroxycyclohexyl)carbamate (194 mg, 0.90 mmol, 1.40 equiv) in anhydrous tetrahydrofuran (5 mL) was added sodium hydride (60% dispersion in mineral oil, 77 mg, 1.92 mmol, 3.00 equiv) at 0° C. under nitrogen. After stirred at room temperature for 1 h, 12-chloro-7-thia-9,11-diazatricyclo[6.4.0.0^[2,6]]dodeca-1(8),2(6),9,11-tetraene (200 mg, 0.95 mmol, 1.00 equiv) was added and the resulting solution was stirred overnight at ambient temperature for additional 5 h. The ... The product is C1(CC1)C1C(=CNC2=CC=C(C=C12)CO)C#N (4-cyclopropyl-6-hydroxymethyl-1,4-dihydro-quinoline-3-carbonitrile). Reported procedure: Similar procedure as described in example 46e was used, starting from 3-cyano-4-cyclopropyl-quinoline-6-carboxylic acid ethyl ester (example 57a) and lithium borohydride to give 4-cyclopropyl-6-hydroxymethyl-1,4-dihydro-quinoline-3-carbonitrile as a yellow solid. LC-MS m/e 227 (MH+). Reactants: C(C)OC(=O)C=1C=C2C(=C(C=NC2=CC1)C#N)C1CC1 (3-cyano-4-cyclopropyl-quinoline-6-carboxylic acid ethyl ester), [BH4-].[Li+] (lithium borohydride). RXN SMILES: C([O:3][C:4]([C:6]1[CH:7]=[C:8]2[C:13](=[CH:14][CH:15]=1)[N:12]=[CH:11][C:10]([C:16]#[N:17])=[C:9]2[CH:18]1[CH2:20][CH2:19]1)=O)C.[BH4-].[Li+]>>[CH:18]1([CH:9]2[C:8]3[C:13](=[CH:14][CH:15]=[C:6]([CH2:4][OH:3])[CH:7]=3)[NH:12][CH:11]=[C:10]2[C:16]#[N:17])[CH2:19][CH2:20]1 |f:1.2|.